This data is from the Open Reaction Database (ORD), a public repository of structured organic reaction records. The task is: describe an organic reaction: reactants, conditions, products, and yield Reactants: CC(=O)C1CCC2C3CCC4CC=CCC4(C)C3C(=O)CC12C, Cc1ccc(S(=O)(=O)O)cc1, OCCO, c1ccccc1. RXN SMILES: [CH3:1][C:2]([CH:3]1[CH2:4][CH2:5][CH:6]2[CH:7]3[CH2:8][CH2:9][CH:10]4[CH2:11][CH:12]=[CH:13][CH2:14][C:15]4([CH3:16])[CH:17]3[C:18](=[O:22])[CH2:19][C:20]12[CH3:21])=[O:23].[CH3:28][c:29]1[cH:30][cH:31][c:32]([S:33](=[O:34])(=[O:35])[OH:36])[cH:37][cH:38]1.[OH:24][CH2:25][CH2:26][OH:27].[cH:39]1[cH:40][cH:41][cH:42][cH:43][cH:44]1>>[CH3:1][C:2]1([CH:3]2[CH2:4][CH2:5][CH:6]3[CH:7]4[CH2:8][CH2:9][CH:10]5[CH2:11][CH:12]=[CH:13][CH2:14][C:15]5([CH3:16])[CH:17]4[C:18](=[O:22])[CH2:19][C:20]23[CH3:21])[O:23][CH2:26][CH2:25][O:24]1. The product is CC1(C2CCC3C4CCC5CC=CCC5(C)C4C(=O)CC32C)OCCO1. Reagents/catalysts: C=1C=CC(=CC1)[P](C=2C=CC=CC2)(C=3C=CC=CC3)[Pd]([P](C=4C=CC=CC4)(C=5C=CC=CC5)C=6C=CC=CC6)([P](C=7C=CC=CC7)(C=8C=CC=CC8)C=9C=CC=CC9)[P](C=1C=CC=CC1)(C=1C=CC=CC1)C=1C=CC=CC1 (Pd(PPh3)4). Yield: 97.0%. The solvent is O1CCOCC1.O (dioxane water). RXN SMILES: [C:1]1([N:7]2[C:11]3[CH:12]=[CH:13][CH:14]=[CH:15][C:10]=3[N:9]=[C:8]2[C:16]2[CH:21]=[CH:20][C:19](B3OC(C)(C)C(C)(C)O3)=[CH:18][N:17]=2)[CH:6]=[CH:5][CH:4]=[CH:3][CH:2]=1.I[C:32]1[CH:37]=[CH:36][C:35]([Br:38])=[CH:34][N:33]=1.C([O-])([O-])=O.[K+].[K+]>O1CCOCC1.O.C1C=CC([P]([Pd]([P](C2C=CC=CC=2)(C2C=CC=CC=2)C2C=CC=CC=2)([P](C2C=CC=CC=2)(C2C=CC=CC=2)C2C=CC=CC=2)[P](C2C=CC=CC=2)(C2C=CC=CC=2)C2C=CC=CC=2)(C2C=CC=CC=2)C2C=CC=CC=2)=CC=1>[Br:38][C:35]1[CH:36]=[CH:37][C:32]([C:19]2[CH:18]=[N:17][C:16]([C:8]3[N:7]([C:1]4[CH:2]=[CH:3][CH:4]=[CH:5][CH:6]=4)[C:11]4[CH:12]=[CH:13][CH:14]=[CH:15][C:10]=4[N:9]=3)=[CH:21][CH:20]=2)=[N:33][CH:34]=1 |f:2.3.4,5.6,^1:55,57,76,95|. Yields the product BrC=1C=CC(=NC1)C=1C=NC(=CC1)C1=NC2=C(N1C1=CC=CC=C1)C=CC=C2 (2-(5-bromo-[2,3′-bipyridin]-6′-yl)-1-phenyl-1H-benzo[d]imidazole). Procedure details: A mixture of 1-phenyl-2-(5-(4,4,5,5-tetramethyl-1,3,2-dioxaborolan-2-yl)pyridin-2-yl)-1H-benzo[d]imidazole (Compound 16) (12 mmol), 2-iodo-5-bromo pyridine (6.816 g, 24 mmol), Pd(PPh3)4 (0.69 g, 0.6 mmol) and K2CO3 (3.3 g, 24 mmol) in dioxane/water (100 mL/20 mL) was degassed and heated at 90° C. for 20 hours. The whole was allowed to cool to RT, white precipitate formed. After filtration, a solid (Compound 17) was collected (5.0 g, in 97% yield). Run at temperature 90 celsius. Starting materials: C1(=CC=CC=C1)N1C(=NC2=C1C=CC=C2)C2=NC=C(C=C2)B2OC(C(O2)(C)C)(C)C (1-phenyl-2-(5-(4,4,5,5-tetramethyl-1,3,2-dioxaborolan-2-yl)pyridin-2-yl)-1H-benzo[d]imidazole), C1(=CC=CC=C1)N1C(=NC2=C1C=CC=C2)C2=NC=C(C=C2)B2OC(C(O2)(C)C)(C)C (1-phenyl-2-(5-(4,4,5,5-tetramethyl-1,3,2-dioxaborolan-2-yl)pyridin-2-yl)-1H-benzo[d]imidazole), IC1=NC=C(C=C1)Br (2-iodo-5-bromo pyridine), C(=O)([O-])[O-].[K+].[K+] (K2CO3). Reactants: O=C1C2CSCC(C(=O)N1c1ccc(OC(F)(F)F)cc1)N2Cc1ccccc1, CO, FC(F)(F)c1ccc(C2=CCNCC2)cc1. Yields the product O=C1C2CSCC(N2)C(=O)N1c1ccc(OC(F)(F)F)cc1. Reaction SMILES: [CH2:1]([c:2]1[cH:3][cH:4][cH:5][cH:6][cH:7]1)[N:8]1[CH:9]2[CH2:10][S:11][CH2:12][CH:13]1[C:14](=[O:29])[N:15]([c:18]1[cH:19][cH:20][c:21]([O:24][C:25]([F:26])([F:27])[F:28])[cH:22][cH:23]1)[C:16]2=[O:17].[CH3:46][OH:47].[F:30][C:31]([F:32])([F:33])[c:34]1[cH:35][cH:36][c:37]([C:38]2=[CH:43][CH2:42][NH:41][CH2:40][CH2:39]2)[cH:44][cH:45]1>>[NH:8]1[CH:9]2[CH2:10][S:11][CH2:12][CH:13]1[C:14](=[O:29])[N:15]([c:18]1[cH:19][cH:20][c:21]([O:24][C:25]([F:26])([F:27])[F:28])[cH:22][cH:23]1)[C:16]2=[O:17].